This data is from the Open Reaction Database (ORD), a public repository of structured organic reaction records. The task is: describe an organic reaction: reactants, conditions, products, and yield Reactants: Cl.Cl.NCCC=1N(N=C2C(=NC=3C=CC=CC3C21)N)CCC (1-(2-Aminoethyl)-2-propyl-2H-pyrazolo[3,4-c]quinolin-4-amine dihydrochloride), [OH-].[Na+] (sodium hydroxide), Cl (hydrochloric acid). Yields the product NCCC=1N(N=C2C(=NC=3C=CC=CC3C21)N)CCC (1-(2-aminoethyl)-2-propyl-2H-pyrazolo[3,4-c]quinolin-4-amine). Reaction SMILES: Cl.Cl.[NH2:3][CH2:4][CH2:5][C:6]1[N:7]([CH2:20][CH2:21][CH3:22])[N:8]=[C:9]2[C:18]=1[C:17]1[CH:16]=[CH:15][CH:14]=[CH:13][C:12]=1[N:11]=[C:10]2[NH2:19].[OH-].[Na+].Cl>>[NH2:3][CH2:4][CH2:5][C:6]1[N:7]([CH2:20][CH2:21][CH3:22])[N:8]=[C:9]2[C:18]=1[C:17]1[CH:16]=[CH:15][CH:14]=[CH:13][C:12]=1[N:11]=[C:10]2[NH2:19] |f:0.1.2,3.4|. Reported procedure: 1-(2-Aminoethyl)-2-propyl-2H-pyrazolo[3,4-c]quinolin-4-amine dihydrochloride, prepared according to the method described in Parts A through H of Example 51 was stirred with aqueous sodium hydroxide at pH 13. The mixture was adjusted to pH 8 with the addition of hydrochloric acid, and the resulting mixture was extracted with dichloromethane. The extracts were concentrated under reduced pressure to provide 1-(2-aminoethyl)-2-propyl-2H-pyrazolo[3,4-c]quinolin-4-amine. Starting materials: N(=[N+]=[N-])CCN=[N+]=[N-] (1,2-diazidoethane), C(C1=CC=CC=C1)[Mg]Cl (benzylmagnesium chloride), [NH4+] (ammonium). The solvent is C1CCOC1 (THF), C1CCOC1 (THF). Run at temperature -60 celsius. The product is C(C1=CC=CC=C1)NN=NCCN=NNCC1=CC=CC=C1 (1,2-Bis(benzyltriazeno)ethane). RXN SMILES: [N:1]([CH2:4][CH2:5][N:6]=[N+:7]=[N-:8])=[N+:2]=[N-:3].[CH2:9]([Mg]Cl)[C:10]1[CH:15]=[CH:14][CH:13]=[CH:12][CH:11]=1.[NH4+]>C1COCC1>[CH2:9]([NH:3][N:2]=[N:1][CH2:4][CH2:5][N:6]=[N:7][NH:8][CH2:9][C:10]1[CH:15]=[CH:14][CH:13]=[CH:12][CH:11]=1)[C:10]1[CH:15]=[CH:14][CH:13]=[CH:12][CH:11]=1. Procedure details: A solution of 1.12 g (10 mmoles) of 1,2-diazidoethane in 20 ml. of THF was cooled to -60° C. This solution was treated with 15 ml of 2.0M benzylmagnesium chloride in THF (30 mmoles) dropwise with stirring. The reaction mixture was allowed to come to room temperature slowly, and was then cooled again to -60° C., and 10 ml. of ammonium buffer (see preparation above) was added and the reaction was allowed to come to room temperature. The reaction mixture was mixed with 100 ml. of diethylether and t... Starting materials: C(CCCC)(=O)Cl (n-pentanoic acid chloride), NC1=C(SC=C1)C(=O)OC (methyl 3-aminothiophene-2-carboxylate). Solvent: N1=CC=CC=C1 (pyridine). Reaction conditions: temperature 0 celsius, time 1 hour. Product: C(CCCC)(=O)NC1=C(SC=C1)C(=O)OC (methyl 3-pentanoylaminothiophene-2-carboxylate). Reaction SMILES: [C:1](Cl)(=[O:6])[CH2:2][CH2:3][CH2:4][CH3:5].[NH2:8][C:9]1[CH:13]=[CH:12][S:11][C:10]=1[C:14]([O:16][CH3:17])=[O:15]>N1C=CC=CC=1>[C:1]([NH:8][C:9]1[CH:13]=[CH:12][S:11][C:10]=1[C:14]([O:16][CH3:17])=[O:15])(=[O:6])[CH2:2][CH2:3][CH2:4][CH3:5]. Reported procedure: 3.8 ml of n-pentanoic acid chloride was added to 50 ml of an anhydrous pyridine solution containing 5.0 g of methyl 3-aminothiophene-2-carboxylate at 0° C. The mixture was stirred at 0° C. for 1 hour and further stirred at room temperature for 2 hours. The reaction mixture was concentrated, diluted with ethyl acetate and washed with 1N chloric acid, saturated aqueous sodium bicarbonate solution and saturated aqueous sodium chloride solution in this order. Ethyl acetate was distilled off under re...